From a dataset of the Open Reaction Database (ORD), a public repository of structured organic reaction records. describe an organic reaction: reactants, conditions, products, and yield Reactants: C(=O)(OCC)C1CC=2C(=CSC2)C1 (5-(carboethoxy)-2,4,5,6-tetrahydrocyclopenta[c]thiophene), [OH-].[K+] (potassium hydroxide). Solvent: C(C)O (ethanol), O (water). Yields the product C(=O)(O)C1CC=2C(=CSC2)C1 (5-(carboxy)-2,4,5,6-tetrahydrocyclopenta [c]thiophene). RXN SMILES: [C:1]([CH:6]1[CH2:13][C:9]2=[CH:10][S:11][CH:12]=[C:8]2[CH2:7]1)([O:3]CC)=[O:2].[OH-].[K+]>C(O)C.O>[C:1]([CH:6]1[CH2:13][C:9]2=[CH:10][S:11][CH:12]=[C:8]2[CH2:7]1)([OH:3])=[O:2] |f:1.2|. Reported procedure: Dissolve 5-(carboethoxy)-2,4,5,6-tetrahydrocyclopenta[c]thiophene (6.68 g, 34.1 mmol) in ethanol (95%, 150 mL) and water (75 mL). Add potassium hydroxide (9.5 g, 0.17 mol) and stir at room temperature for 1 hour. Partition between water (150 mL) and ethyl ether (2×150 mL). Acidify the aqueous phase with hydrochloric acid to pH 1. Extract with methylene chloride (2×150 mL), dry (Na2SO4) and evaporate the solvent in vacuo to give 5-(carboxy)-2,4,5,6-tetrahydrocyclopenta [c]thiophene. The reactants are C(=O)(OC(C)(C)C)N[C@@H](CC1=CC=C(C=C1)OC1=C(C=CC=C1)[N+](=O)[O-])C(=O)OC (N-Boc-4-(2-nitrophenoxy)-(L)-phenylalanine, methyl ester), Cl (hydrochloric acid). Run in C(C)(=O)OCC (ethyl acetate). The product is Cl.COC([C@@H](N)CC1=CC=C(C=C1)OC1=C(C=CC=C1)[N+](=O)[O-])=O (4-(2-nitrophenoxy)-(L)-phenylalanine methyl ester hydrochloride). Reaction SMILES: C([NH:8][C@H:9]([C:27]([O:29][CH3:30])=[O:28])[CH2:10][C:11]1[CH:16]=[CH:15][C:14]([O:17][C:18]2[CH:23]=[CH:22][CH:21]=[CH:20][C:19]=2[N+:24]([O-:26])=[O:25])=[CH:13][CH:12]=1)(OC(C)(C)C)=O.[ClH:31]>C(OCC)(=O)C>[ClH:31].[CH3:30][O:29][C:27](=[O:28])[C@H:9]([CH2:10][C:11]1[CH:12]=[CH:13][C:14]([O:17][C:18]2[CH:23]=[CH:22][CH:21]=[CH:20][C:19]=2[N+:24]([O-:26])=[O:25])=[CH:15][CH:16]=1)[NH2:8] |f:3.4|. Procedure details: N-Boc-4-(2-nitrophenoxy)-(L)-phenylalanine, methyl ester (600 mg) was stirred in a solution of 1N hydrochloric acid in ethyl acetate (10 mL) for 18 hours at room temperature. A precipitate formed, the solvent was removed by rotoevaporation, and co-evaporated with Et2O (2×). The solid was than suspended with ethyl acetate, filtered, washed with diethyl ether, and allowed to air dry. The title compound was recovered (490 mg) and used in the subsequent reaction without further purification. Reactants: OCC1=CC2=C(SCC(N2)=O)N=C1 (7-Hydroxymethyl-1H-pyrido[2,3-b][1,4]thiazin-2-one), ( 14c ). The reagents and catalysts are [O-2].[O-2].[Mn+4] (manganese dioxide). Product: O=C1NC2=C(SC1)N=CC(=C2)C=O (2-Oxo-2,3-dihydro-1H-pyrido[2,3-b][1,4]thiazine-7-carboxaldehyde). Isolated yield 58.0%. RXN SMILES: [OH:1][CH2:2][C:3]1[CH:13]=[N:12][C:6]2[S:7][CH2:8][C:9](=[O:11])[NH:10][C:5]=2[CH:4]=1>[O-2].[O-2].[Mn+4]>[O:11]=[C:9]1[CH2:8][S:7][C:6]2[N:12]=[CH:13][C:3]([CH:2]=[O:1])=[CH:4][C:5]=2[NH:10]1 |f:1.2.3|. Reported procedure: 7-Hydroxymethyl-1H-pyrido[2,3-b][1,4]thiazin-2-one (1.22 g) was oxidized with manganese dioxide by the method of Preparation (14c) to afford a solid (0.7 g). Starting materials: C1(CC1)S(=O)(=O)C1=CC=C(C=C1)C(C(=O)O)OC1=C(C=C(C=C1)F)F (2-(4-cyclopropanesulfonylphenyl)-2-(2,4-difluorophenoxy)acetic acid), NC=1SC=CN1 (2-aminothiazole), C=1C=CC2=C(C1)N=NN2O (HOBt), CCN=C=NCCCN(C)C (EDCI). Run in O (water), C(Cl)Cl (methylene chloride), C(C)N(CC)CC (triethyl amine), C(Cl)Cl (methylene chloride). Run at time 8 hour. The product is C1(CC1)S(=O)(=O)C1=CC=C(C=C1)C(C(=O)NC=1SC=CN1)OC1=C(C=C(C=C1)F)F (2-(4-cyclopropanesulfonylphenyl)-2-(2,4-difluorophenoxy)-N-thiazol-2-yl-acetamide). RXN SMILES: [CH:1]1([S:4]([C:7]2[CH:12]=[CH:11][C:10]([CH:13]([O:17][C:18]3[CH:23]=[CH:22][C:21]([F:24])=[CH:20][C:19]=3[F:25])[C:14](O)=[O:15])=[CH:9][CH:8]=2)(=[O:6])=[O:5])[CH2:3][CH2:2]1.[NH2:26][C:27]1[S:28][CH:29]=[CH:30][N:31]=1.C1C=CC2N(O)N=NC=2C=1.CCN=C=NCCCN(C)C>C(Cl)Cl.O.C(N(CC)CC)C>[CH:1]1([S:4]([C:7]2[CH:12]=[CH:11][C:10]([CH:13]([O:17][C:18]3[CH:23]=[CH:22][C:21]([F:24])=[CH:20][C:19]=3[F:25])[C:14]([NH:26][C:27]3[S:28][CH:29]=[CH:30][N:31]=3)=[O:15])=[CH:9][CH:8]=2)(=[O:6])=[O:5])[CH2:2][CH2:3]1. Procedure details: Procedure-A: To a mixture of 2-(4-cyclopropanesulfonylphenyl)-2-(2,4-difluorophenoxy)acetic acid (obtained in step III), 2-aminothiazole, HOBt, and EDCI, in methylene chloride, was added triethyl amine. The resulting mixture was stirred at room temperature overnight followed by dilution with methylene chloride. The reaction mixture was poured into water; organic layer was washed with water, brine, dried over sodium sulfate, and the organic solvent evaporated to get a residue which was purified b... Starting materials: IC1=CC=CC=C1 (iodobenzene), C([O-])([O-])=O.[K+].[K+] (potassium carbonate), [N+](=O)([O-])C1=CC=CC=C1 (nitrobenzene). The reagents and catalysts are [Cu] (copper). The product is C1(=CC=CC=C1)N(C1=CC=C(C=C1)C1=CC=C(C=C1)N(C1=CC=CC=C1)C1=CC=C(C=C1)C1(CCCCC1)C1=CC=C(C=C1)N(C1=CC=CC=C1)C1=CC=C(C=C1)C1=CC=C(C=C1)N(C1=CC=CC=C1)C1=CC=CC=C1)C1=CC=CC=C1 (1,1-bis[p-[N-(4'-diphenylamino-4-biphenylyl)anilino]phenyl]cyclohexane). The yield is 48.9%. RXN SMILES: I[C:2]1[CH:7]=[CH:6][CH:5]=[CH:4][CH:3]=1.C(=O)([O-])[O-].[K+].[K+].[N+:14]([C:17]1[CH:22]=[CH:21][CH:20]=[CH:19][CH:18]=1)([O-])=O>[Cu]>[C:2]1([N:14]([C:2]2[CH:7]=[CH:6][CH:5]=[CH:4][CH:3]=2)[C:17]2[CH:22]=[CH:21][C:20]([C:20]3[CH:19]=[CH:18][C:17]([N:14]([C:2]4[CH:7]=[CH:6][C:5]([C:2]5([C:20]6[CH:19]=[CH:18][C:17]([N:14]([C:2]7[CH:7]=[CH:6][C:5]([C:20]8[CH:19]=[CH:18][C:17]([N:14]([C:2]9[CH:7]=[CH:6][CH:5]=[CH:4][CH:3]=9)[C:2]9[CH:3]=[CH:4][CH:5]=[CH:6][CH:7]=9)=[CH:22][CH:21]=8)=[CH:4][CH:3]=7)[C:2]7[CH:3]=[CH:4][CH:5]=[CH:6][CH:7]=7)=[CH:22][CH:21]=6)[CH2:7][CH2:6][CH2:5][CH2:4][CH2:3]5)=[CH:4][CH:3]=4)[C:2]4[CH:3]=[CH:4][CH:5]=[CH:6][CH:7]=4)=[CH:22][CH:21]=3)=[CH:19][CH:18]=2)[CH:7]=[CH:6][CH:5]=[CH:4][CH:3]=1 |f:1.2.3|. Procedure: 9.05 g (0.01 mol) of 1,1-bis[p-[N-(4'-anilino-4-biphenylyl)anilino]phenyl]cyclohexane thus obtained, 4.49 g (0.022 mol) of iodobenzene, 2.90 g (0.021 mol) of anhydrous potassium carbonate, 0.32 g (0.005 mol) of copper powder, and 15 ml of nitrobenzene were mixed. The reaction mixture was then allowed to undergo reaction at a temperature of 198° C. to 213° C. for 19 hours. The reaction product was then extracted with 150 ml of toluene. The insoluble contents were removed by filtration. The filtra... The reactants are FC1=CC=C(C=C1)C1=C(C=NN1)C=1SC=C(N1)CC(=O)NCC1CCOCC1 (2-{2-[5-(4-fluorophenyl)-1H-pyrazol-4-yl]-1,3-thiazol-4-yl}-N-(tetrahydro-2H-pyran-4-ylmethyl)acetamide), C1(CCCCCC1)O (cycloheptanol), CC(C)OC(=O)/N=N/C(=O)OC(C)C (DIAD), C1(=CC=CC=C1)P(C1=CC=CC=C1)C1=CC=CC=C1 (triphenylphosphine). Solvent: C(C)(=O)OCC (ethyl acetate), O (water), C1CCOC1 (THF), C1(=CC=CC=C1)C (toluene). Reaction conditions: temperature 80 celsius, time 14 hour. Yields the product C1(CCCCCC1)N1N=CC(=C1C1=CC=C(C=C1)F)C=1SC=C(N1)CC(=O)NCC1CCOCC1 (2-{2-[1-cycloheptyl-5-(4-fluorophenyl)-1H-pyrazol-4-yl]-1,3-thiazol-4-yl}-N-(tetrahydro-2H-pyran-4-ylmethyl)acetamide), C1(CCCCCC1)N1N=C(C(=C1)C=1SC=C(N1)CC(=O)NCC1CCOCC1)C1=CC=C(C=C1)F (racemic 2-{2-[1-cycloheptyl-3-(4-fluorophenyl)-1H-pyrazol-4-yl]-1,3-thiazol-4-yl}-N-(tetrahydro-2H-pyran-4-ylmethyl)acetamide). RXN SMILES: [F:1][C:2]1[CH:7]=[CH:6][C:5]([C:8]2[NH:12][N:11]=[CH:10][C:9]=2[C:13]2[S:14][CH:15]=[C:16]([CH2:18][C:19]([NH:21][CH2:22][CH:23]3[CH2:28][CH2:27][O:26][CH2:25][CH2:24]3)=[O:20])[N:17]=2)=[CH:4][CH:3]=1.[CH:29]1(O)[CH2:35][CH2:34][CH2:33][CH2:32][CH2:31][CH2:30]1.CC(OC(/N=N/C(OC(C)C)=O)=O)C.C1(P(C2C=CC=CC=2)C2C=CC=CC=2)C=CC=CC=1>C1COCC1.C1(C)C=CC=CC=1.C(OCC)(=O)C.O>[CH:29]1([N:12]2[C:8]([C:5]3[CH:6]=[CH:7][C:2]([F:1])=[CH:3][CH:4]=3)=[C:9]([C:13]3[S:14][CH:15]=[C:16]([CH2:18][C:19]([NH:21][CH2:22][CH:23]4[CH2:28][CH2:27][O:26][CH2:25][CH2:24]4)=[O:20])[N:17]=3)[CH:10]=[N:11]2)[CH2:35][CH2:34][CH2:33][CH2:32][CH2:31][CH2:30]1.[CH:29]1([N:11]2[CH:10]=[C:9]([C:13]3[S:14][CH:15]=[C:16]([CH2:18][C:19]([NH:21][CH2:22][CH:23]4[CH2:28][CH2:27][O:26][CH2:25][CH2:24]4)=[O:20])[N:17]=3)[C:8]([C:5]3[CH:6]=[CH:7][C:2]([F:1])=[CH:3][CH:4]=3)=[N:12]2)[CH2:35][CH2:34][CH2:33][CH2:32][CH2:31][CH2:30]1. Procedure details: To a mixed solution of 2-{2-[5-(4-fluorophenyl)-1H-pyrazol-4-yl]-1,3-thiazol-4-yl}-N-(tetrahydro-2H-pyran-4-ylmethyl)acetamide (32.0 mg, 80 μmol) and cycloheptanol (18 mg, 160 μmol) in THF (500 μL) and toluene (500 μL) were added DIAD (31.1 μL, 160 μmol) and triphenylphosphine (42.0 mg, 160 μmol), and the mixture was stirred at 80° C. for 14 hr. To the reaction mixture were added water and ethyl acetate, and the mixture was stirred for 10 min. The organic layer was filtered with Top-Phase Separa... Starting materials: Cl.Cl.NC(C(=O)OC)CCCC(C(=O)OC)N (2, 6-diaminoheptanedioic acid, dimethyl ester, dihydrochloride), C(CCCC)O (1-pentanol). Run in C(C)N(CC)CC (triethylamine). Product: C12CCCC(NC1=O)C(N2)=O (6,8-Diazabicyclo[3.2.2]nonane-7,9-dione). Yield: 69.3%. RXN SMILES: Cl.Cl.[NH2:3][CH:4]([CH2:9][CH2:10][CH2:11][CH:12]([NH2:17])[C:13](OC)=[O:14])[C:5](OC)=[O:6].C(O)CCCC>C(N(CC)CC)C>[CH:12]12[NH:17][C:5](=[O:6])[CH:4]([NH:3][C:13]1=[O:14])[CH2:9][CH2:10][CH2:11]2 |f:0.1.2|. Reported procedure: A solution of 39.0 g (0.134 M) of 2, 6-diaminoheptanedioic acid, dimethyl ester, dihydrochloride, 56 ml (0.4 M) of triethylamine, and 3 L of 1-pentanol was heated under reflux for 4 days. The solution was evaporated to dryness and the residue was recrystallized from chloroform to give 14.3 g of the title compound, mp 280°-3° (69%). Reactants: COC(C1=C(C(=C(C(=C1)[N+](=O)[O-])N)F)NC1=CC=CC=C1)=O (4-Amino-3-fluoro-5-nitro-2-phenylamino-benzoic Acid Methyl Ester), C(=O)[O-].[NH4+] (ammonium formate). Reagents/catalysts: [OH-].[OH-].[Pd+2] (Pd(OH)2/C). The solvent is C(C)O (ethanol). Reaction conditions: temperature 95 celsius, time 30 minute. The product is COC(C1=C(C(=C(C(=C1)N)N)F)NC1=CC=CC=C1)=O (4,5-Diamino-3-fluoro-2-phenylamino-benzoic acid methyl ester). Yield: 93.3%. As a reaction SMILES: [CH3:1][O:2][C:3](=[O:22])[C:4]1[CH:9]=[C:8]([N+:10]([O-])=O)[C:7]([NH2:13])=[C:6]([F:14])[C:5]=1[NH:15][C:16]1[CH:21]=[CH:20][CH:19]=[CH:18][CH:17]=1.C([O-])=O.[NH4+]>C(O)C.[OH-].[OH-].[Pd+2]>[CH3:1][O:2][C:3](=[O:22])[C:4]1[CH:9]=[C:8]([NH2:10])[C:7]([NH2:13])=[C:6]([F:14])[C:5]=1[NH:15][C:16]1[CH:17]=[CH:18][CH:19]=[CH:20][CH:21]=1 |f:1.2,4.5.6|. Procedure: 4-Amino-3-fluoro-5-nitro-2-phenylamino-benzoic acid methyl ester 26a (11.44 g, 37.48 mmol) is suspended in ethanol (400 mL) and ammonium formate (11.80 g, 187.0 mmol) and 20% Pd(OH)2/C (10.00 g, 18.79 mmol) are added. The reaction mixture is stirred at 95° C. under N2 for 30 minutes. The reaction mixture is cooled to room temperature and then filtered through celite, rinsing with ethanol. The filtrate is concentrated under reduced pressure to give 9.63 g (93%) of the pure desired product as a pu... Starting materials: CCOC(=O)c1cc(S(=O)(=O)c2cccc(F)c2)ccc1C1CCN(C(=O)OC(C)(C)C)C1, CO, [Li+], [OH-], O, O. Yields the product CC(C)(C)OC(=O)N1CCC(c2ccc(S(=O)(=O)c3cccc(F)c3)cc2C(=O)O)C1. As a reaction SMILES: [C:1]([CH3:2])([CH3:3])([CH3:4])[O:5][C:6](=[O:7])[N:8]1[CH2:9][CH:10]([c:13]2[c:14]([C:29](=[O:30])[O:31][CH2:32][CH3:33])[cH:15][c:16]([S:19](=[O:20])(=[O:21])[c:22]3[cH:23][c:24]([F:28])[cH:25][cH:26][cH:27]3)[cH:17][cH:18]2)[CH2:11][CH2:12]1.[CH3:37][OH:38].[Li+:35].[OH-:34].[OH2:36].[OH2:39]>>[C:1]([CH3:2])([CH3:3])([CH3:4])[O:5][C:6](=[O:7])[N:8]1[CH2:9][CH:10]([c:13]2[c:14]([C:29](=[O:30])[OH:31])[cH:15][c:16]([S:19](=[O:20])(=[O:21])[c:22]3[cH:23][c:24]([F:28])[cH:25][cH:26][cH:27]3)[cH:17][cH:18]2)[CH2:11][CH2:12]1.